Dataset: the Open Reaction Database (ORD), a public repository of structured organic reaction records. Task: describe an organic reaction: reactants, conditions, products, and yield Starting materials: CC1=C(C(=CC(=C1)[N+](=O)[O-])C)C1=CC=C(C=C1)C(F)(F)F (2,6-dimethyl-4-nitro-4′-(trifluoromethyl)biphenyl), [H][H] (hydrogen). The reagents and catalysts are [Pd] (palladium on carbon). Run in C(C)O (ethanol). Conditions: time 8 hour. Yields the product CC1=C(C(=CC(=C1)N)C)C1=CC=C(C=C1)C(F)(F)F (2,6-dimethyl-4′-(trifluoromethyl)biphenyl-4-amine). Isolated yield 89.1%. RXN SMILES: [CH3:1][C:2]1[CH:7]=[C:6]([N+:8]([O-])=O)[CH:5]=[C:4]([CH3:11])[C:3]=1[C:12]1[CH:17]=[CH:16][C:15]([C:18]([F:21])([F:20])[F:19])=[CH:14][CH:13]=1.[H][H]>C(O)C.[Pd]>[CH3:1][C:2]1[CH:7]=[C:6]([NH2:8])[CH:5]=[C:4]([CH3:11])[C:3]=1[C:12]1[CH:17]=[CH:16][C:15]([C:18]([F:19])([F:21])[F:20])=[CH:14][CH:13]=1. Reported procedure: To a solution of 2,6-dimethyl-4-nitro-4′-(trifluoromethyl)biphenyl (600 mg, 2.03 mmol) in ethanol (20 mL) was added 10 wt % palladium on carbon (18 mg). The reaction was pressurized to 50 psi hydrogen and stirred at room temperature overnight. The reaction was filtered onto Celite and concentrated. Purification by column chromatography gave 2,6-dimethyl-4′-(trifluoromethyl)biphenyl-4-amine (480 mg, 89%) as a light yellow solid. 1H NMR (400 MHz, CDCl3, δ): 7.65 (d, 2H), 7.27 (s, 1H), 7.25 (s, 1H)...